This data is from the Open Reaction Database (ORD), a public repository of structured organic reaction records. The task is: describe an organic reaction: reactants, conditions, products, and yield The reactants are O.C1(=CC=C(C=C1)S(=O)(=O)O)C (p-toluenesulfonic acid monohydrate), C1OC=2C=C(COC([C@@H](CO)NS(=O)(=O)C3=C(C(=C(C=C3C)OC)C)C)=O)C=CC2O1 (2(R)-(4-methoxy-2,3,6-trimethylbenzenesulfonylamino)-3-hydroxypropionic acid 3,4-methylenedioxybenzyl ester), C([O-])(O)=O.[Na+] (sodium bicarbonate). Run in O1CCCC=C1 (dihydropyran), C(Cl)Cl (methylene chloride). Run at temperature 0 celsius, time 1 hour. Product: C1OC=2C=C(COC([C@@H](COC3OCCCC3)NS(=O)(=O)C3=C(C=C(C=C3C)OC)C)=O)C=CC2O1 (2(R)-(4-methoxy-2,6-dimethylbenzenesulfonyl-amino)-3-(tetrahydropyran-2-yloxy)propionic acid 3,4-methylenedioxybenzyl ester). As a reaction SMILES: [CH2:1]1[O:31][C:30]2[CH:29]=[CH:28][C:5]([CH2:6][O:7][C:8](=[O:27])[C@H:9]([NH:12][S:13]([C:16]3[C:21]([CH3:22])=[CH:20][C:19]([O:23][CH3:24])=[C:18](C)[C:17]=3[CH3:26])(=[O:15])=[O:14])[CH2:10][OH:11])=[CH:4][C:3]=2[O:2]1.O.[C:33]1(C)C=[CH:37][C:36](S(O)(=O)=O)=[CH:35][CH:34]=1.C(=O)(O)[O-:45].[Na+]>C(Cl)Cl.O1C=CCCC1>[CH2:1]1[O:31][C:30]2[CH:29]=[CH:28][C:5]([CH2:6][O:7][C:8](=[O:27])[C@H:9]([NH:12][S:13]([C:16]3[C:17]([CH3:26])=[CH:18][C:19]([O:23][CH3:24])=[CH:20][C:21]=3[CH3:22])(=[O:15])=[O:14])[CH2:10][O:11][CH:37]3[CH2:36][CH2:35][CH2:34][CH2:33][O:45]3)=[CH:4][C:3]=2[O:2]1 |f:1.2,3.4|. Procedure details: 2(R)-(4-methoxy-2,3,6-trimethylbenzenesulfonylamino)-3-hydroxypropionic acid 3,4-methylenedioxybenzyl ester (38.4 g) was dissolved in methylene chloride (140 mL) and dihydropyran (23 mL). The reaction mixture was cooled to 0° C. and p-toluenesulfonic acid monohydrate (0.78 g) was added. After 1 h, the reaction mixture was poured into saturated aqueous sodium bicarbonate (200 mL). The organic layer was separated, dried over magnesium sulfate, and concentrated in vacuo. This residue was chromatogr... The reactants are BrC=1C(=CC2=C(OCC(N2)=O)N1)C1=CC=CC=C1 (6-bromo-7-phenyl-1H-pyrido[2,3-b][1,4]oxazin-2(3H)-one), COC=1C=CC(=CC1)P2(=S)SP(=S)(S2)C=3C=CC(=CC3)OC (Lawesson's Reagent). Run in C1(=CC=CC=C1)C (toluene). Yields the product BrC=1C(=CC2=C(OCC(N2)=S)N1)C1=CC=CC=C1 (6-bromo-7-phenyl-1H-pyrido[2,3-b][1,4]oxazine-2(3H)-thione). The yield is 65.8%. RXN SMILES: [Br:1][C:2]1[C:3]([C:13]2[CH:18]=[CH:17][CH:16]=[CH:15][CH:14]=2)=[CH:4][C:5]2[NH:10][C:9](=O)[CH2:8][O:7][C:6]=2[N:12]=1.COC1C=CC(P2(SP(C3C=CC(OC)=CC=3)(=S)S2)=[S:28])=CC=1>C1(C)C=CC=CC=1>[Br:1][C:2]1[C:3]([C:13]2[CH:18]=[CH:17][CH:16]=[CH:15][CH:14]=2)=[CH:4][C:5]2[NH:10][C:9](=[S:28])[CH2:8][O:7][C:6]=2[N:12]=1. Procedure details: A mixture of 6-bromo-7-phenyl-1H-pyrido[2,3-b][1,4]oxazin-2(3H)-one (0.26 g, 0.852 mmol) and Lawesson's Reagent (0.34 g, 0.852 mmol) in toluene (10 ml) was heated at 120 degree for 16 h. The reaction mixture was concentrated to dryness and was added DCM (5 ml) and diisopropyl ether (20 ml). The precipitate was filtered to give product (0.18 g). 1H NMR (500 MHz, DMSO-d6): 12.9 (br, 1H), 7.35-7.55 (m, 5H), 7.32 (s, 1H), 5.16 (s, 2H). Starting materials: CS(=O)(=O)Cl, Cl, Cn1c(C#N)ccc1-c1c(F)cc(N)cc1F, c1ccncc1. Product: Cn1c(C#N)ccc1-c1c(F)cc(NS(C)(=O)=O)cc1F. RXN SMILES: [CH3:1][S:2]([Cl:3])(=[O:4])=[O:5].[ClH:23].[NH2:6][c:7]1[cH:8][c:9]([F:22])[c:10](-[c:14]2[cH:15][cH:16][c:17]([C:20]#[N:21])[n:18]2[CH3:19])[c:11]([F:13])[cH:12]1.[cH:24]1[cH:25][cH:26][n:27][cH:28][cH:29]1>>[CH3:1][S:2](=[O:4])(=[O:5])[NH:6][c:7]1[cH:8][c:9]([F:22])[c:10](-[c:14]2[cH:15][cH:16][c:17]([C:20]#[N:21])[n:18]2[CH3:19])[c:11]([F:13])[cH:12]1. Starting materials: OCC1[C@]2(C)[C@@H](CC1)[C@@H]1CC[C@H]3N(C(CC[C@]3(C)[C@H]1CC2)=O)C (17-(hydroxymethyl)-4-methyl-5α-4-azaandrostan-3-one), C(C)(C)(C)N=C=O (t-butylisocyanate), N12CCCCCC2=NCCC1 (1,8-diazabicyclo[5.4.0]undec-7-ene). The solvent is C1=CC=CC=C1 (benzene). Reaction conditions: time 2 day. The product is C(C)(C)(C)NC(=O)OCC1[C@]2(C)[C@@H](CC1)[C@@H]1CC[C@H]3N(C(CC[C@]3(C)[C@H]1CC2)=O)C (17-(t-butylaminocarbonyloxymethyl)-4-methyl-5α-4-azaandrostan-3-one). As a reaction SMILES: [OH:1][CH2:2][CH:3]1[CH2:8][CH2:7][C@H:6]2[C@H:9]3[C@H:19]([CH2:20][CH2:21][C@:4]12[CH3:5])[C@:17]1([CH3:18])[C@H:12]([N:13]([CH3:23])[C:14](=[O:22])[CH2:15][CH2:16]1)[CH2:11][CH2:10]3.[C:24]([N:28]=[C:29]=[O:30])([CH3:27])([CH3:26])[CH3:25].N12CCCN=C1CCCCC2>C1C=CC=CC=1>[C:24]([NH:28][C:29]([O:1][CH2:2][CH:3]1[CH2:8][CH2:7][C@H:6]2[C@H:9]3[C@H:19]([CH2:20][CH2:21][C@:4]12[CH3:5])[C@:17]1([CH3:18])[C@H:12]([N:13]([CH3:23])[C:14](=[O:22])[CH2:15][CH2:16]1)[CH2:11][CH2:10]3)=[O:30])([CH3:27])([CH3:26])[CH3:25]. Reported procedure: To a stirred solution of 17-(hydroxymethyl)-4-methyl-5α-4-azaandrostan-3-one (0.048 g, 0.15 mM) in dried benzene (5 mL) was added at room temperature t-butylisocyanate (0.03 mL, 0.23mM) followed by 1,8-diazabicyclo[5.4.0]undec-7-ene (DBU) (0.023 mL, 0.15 mM). After stirring for two days, the volatiles were removed in vacuo and the residue flash chromatographed on silica gel using ethyl acetate as eluant to give the title compound as a white solid. MS M+1 calculated for C25H42N2O3, mw=418.55; obs... Procedure: Following the procedure for Example 101 starting from tert-butyl ((3R,4R,7S)-7-(4-(2-bromothiazole-4-carboxamido)-1-methyl-1H-pyrazol-5-yl)-3-fluorooxepan-4-yl)carbamate (Intermediate 100), and replacing 3,6-dihydro-2H-pyran-4-boronic acid pinacol ester with (2,3,6-trifluorophenyl)boronic acid gave 230. 1H NMR (400 MHz, DMSO-d6) δ 10.00 (s, 1H), 8.68 (s, 1H), 7.85 (s, 1H), 7.75 (qd, J=9.4, 4.9 Hz, 1H), 7.43 (tdd, J=9.7, 4.0, 2.1 Hz, 1H), 5.09-4.78 (m, 2H), 4.19-3.91 (m, 2H), 3.75 (s, 3H), 3.44-3... RXN SMILES: Br[C:2]1[S:3][CH:4]=[C:5]([C:7]([NH:9][C:10]2[CH:11]=[N:12][N:13]([CH3:31])[C:14]=2[C@H:15]2[O:21][CH2:20][C@H:19]([F:22])[C@H:18]([NH:23]C(=O)OC(C)(C)C)[CH2:17][CH2:16]2)=[O:8])[N:6]=1.[F:32][C:33]1[C:38]([F:39])=[CH:37][CH:36]=[C:35]([F:40])[C:34]=1B(O)O>>[NH2:23][C@H:18]1[C@@H:19]([F:22])[CH2:20][O:21][C@H:15]([C:14]2[N:13]([CH3:31])[N:12]=[CH:11][C:10]=2[NH:9][C:7]([C:5]2[N:6]=[C:2]([C:34]3[C:35]([F:40])=[CH:36][CH:37]=[C:38]([F:39])[C:33]=3[F:32])[S:3][CH:4]=2)=[O:8])[CH2:16][CH2:17]1. Product: N[C@@H]1CC[C@H](OC[C@@H]1F)C1=C(C=NN1C)NC(=O)C=1N=C(SC1)C1=C(C(=CC=C1F)F)F (N-(5-((2S,5R,6R)-5-amino-6-fluorooxepan-2-yl)-1-methyl-1H-pyrazol-4-yl)-2-(2,3,6-trifluorophenyl)thiazole-4-carboxamide). Starting materials: BrC=1SC=C(N1)C(=O)NC=1C=NN(C1[C@@H]1CC[C@H]([C@H](CO1)F)NC(OC(C)(C)C)=O)C (tert-butyl ((3R,4R,7S)-7-(4-(2-bromothiazole-4-carboxamido)-1-methyl-1H-pyrazol-5-yl)-3-fluorooxepan-4-yl)carbamate), BrC=1SC=C(N1)C(=O)NC=1C=NN(C1[C@@H]1CC[C@H]([C@H](CO1)F)NC(OC(C)(C)C)=O)C (tert-butyl ((3R,4R,7S)-7-(4-(2-bromothiazole-4-carboxamido)-1-methyl-1H-pyrazol-5-yl)-3-fluorooxepan-4-yl)carbamate), FC1=C(C(=CC=C1F)F)B(O)O ((2,3,6-trifluorophenyl)boronic acid). The reactants are D4, FC1=CC=C(C=O)C=C1 (4-fluorobenzaldehyde), C1(=CC=CC=C1)O (phenol). Yields the product O(C1=CC=CC=C1)C1=CC=C(C=O)C=C1 (4-phenoxybenzaldehyde). RXN SMILES: F[C:2]1[CH:9]=[CH:8][C:5]([CH:6]=[O:7])=[CH:4][CH:3]=1.[C:10]1([OH:16])[CH:15]=[CH:14][CH:13]=[CH:12][CH:11]=1>>[O:16]([C:2]1[CH:9]=[CH:8][C:5]([CH:6]=[O:7])=[CH:4][CH:3]=1)[C:10]1[CH:15]=[CH:14][CH:13]=[CH:12][CH:11]=1. Procedure details: The title compound was prepared by a procedure similar to that described for D4 starting from 4-fluorobenzaldehyde and phenol. Starting materials: BrCC1=CC=C(C(=O)C2=CC=C(C=C2)[N+](=O)[O-])C=C1 (4-bromomethyl-4′-nitrobenzophenone), C([O-])([O-])=O.[Ca+2] (calcium carbonate). The solvent is C(C)(=O)OCC (ethyl acetate), C(C)#N.O (acetonitrile water). Product: OCC1=CC=C(C(=O)C2=CC=C(C=C2)[N+](=O)[O-])C=C1 (4-hydroxymethyl-4′-nitrobenzophenone). The yield is 80.9%. Reaction SMILES: Br[CH2:2][C:3]1[CH:19]=[CH:18][C:6]([C:7]([C:9]2[CH:14]=[CH:13][C:12]([N+:15]([O-:17])=[O:16])=[CH:11][CH:10]=2)=[O:8])=[CH:5][CH:4]=1.C(=O)([O-])[O-:21].[Ca+2]>C(#N)C.O.C(OCC)(=O)C>[OH:21][CH2:2][C:3]1[CH:19]=[CH:18][C:6]([C:7]([C:9]2[CH:14]=[CH:13][C:12]([N+:15]([O-:17])=[O:16])=[CH:11][CH:10]=2)=[O:8])=[CH:5][CH:4]=1 |f:1.2,3.4|. Procedure: 4-bromomethyl-4′-nitrobenzophenone (3.20 g, 10.0 mmol, 1 eq) was dissolved in a 2:1 acetonitrile/water mixture (300 mL) and calcium carbonate (3.00 g, 30.0 mmol, 3 eq) was added. The turbid mixture was stirred under reflux for 60 hr. After this time the reaction mixture was allowed to cool and the solid calcium carbonate was filtered off. The solid was washed with ethyl acetate (10 mL) and the filtrate was concentrated under reduced pressure to give an off-white solid. The solid was dissolved in...